Dataset: the Open Reaction Database (ORD), a public repository of structured organic reaction records. Task: describe an organic reaction: reactants, conditions, products, and yield Starting materials: N1(CCNCC1)C1=NC=C(C(=O)OC)C=C1 (methyl 6-(1-piperazinyl)nicotinate), N1(CCNCC1)C1=NC=C(C(=O)OC)C=C1 (methyl 6-(1-piperazinyl)nicotinate), C([O-])([O-])=O.[Na+].[Na+] (sodium carbonate), C1(CCCC1)Br (cyclopentyl bromide), [Na+].[I-] (NaI). Run in CN(C)C=O (DMF), O (water). Run at time 4 hour. Yields the product C1(CCCC1)N1CCN(CC1)C1=NC=C(C(=O)OC)C=C1 (methyl 6-(4 -cyclopentyl-1-piperazinyl)nicotinate). Isolated yield 59.9%. As a reaction SMILES: [N:1]1([C:7]2[CH:16]=[CH:15][C:10]([C:11]([O:13][CH3:14])=[O:12])=[CH:9][N:8]=2)[CH2:6][CH2:5][NH:4][CH2:3][CH2:2]1.C(=O)([O-])[O-].[Na+].[Na+].[CH:23]1(Br)[CH2:27][CH2:26][CH2:25][CH2:24]1.[Na+].[I-]>CN(C=O)C.O>[CH:23]1([N:4]2[CH2:3][CH2:2][N:1]([C:7]3[CH:16]=[CH:15][C:10]([C:11]([O:13][CH3:14])=[O:12])=[CH:9][N:8]=3)[CH2:6][CH2:5]2)[CH2:27][CH2:26][CH2:25][CH2:24]1 |f:1.2.3,5.6|. Procedure: To a solution of 2.21 g of methyl 6-piperazinylnicotinate (compound 6), 3.18 g of sodium carbonate and 1.64 g of cyclopentyl bromide in 50 ml of DMF was added a catalytic amount of NaI. The mixture was heated to 120°-130° C. and stirred for 4 hours. The resulting mixture was poured into 150 ml of water and extracted with ethyl acetate. The extract was washed twice with water, and once with a saturated aqueous sodium chloride solution, then dried over anhydrous magnesium sulfate and concentrated.... Starting materials: C1CCOC1 (THF), FC1=C(C(=CC=C1)F)N1C(C=CC2=C1N=C(N=C2C=2C=C(C(=O)NC=1SC=CN1)C=CC2C)NCC=2NC=CN2)=O (3-{8-(2,6-difluorophenyl)-2-[(1H-imidazol-2-ylmethyl)amino]-7-oxo-7,8-dihydropyrido[2,3-d]pyrimidin-4-yl}-4-methyl-N-1,3-thiazol-2-ylbenzamide), CC1=CC=C(C=C1)S(=O)(=O)O (P-toluenesulfonic acid). Run in O (water). The product is CC1=CC=C(C=C1)S(=O)(=O)O.FC1=C(C(=CC=C1)F)N1C(C=CC2=C1N=C(N=C2C=2C=C(C(=O)NC=1SC=CN1)C=CC2C)NCC=2NC=CN2)=O (3-{8-(2,6-difluorophenyl)-2-[(1H-imidazol-2-ylmethyl)amino]-7-oxo-7,8-dihydropyrido[2,3-d]pyrimidin-4-yl}-4-methyl-N-1,3-thiazol-2-ylbenzamide 4-methylbenzenesulfonate). Yield: 32.9%. As a reaction SMILES: C1COCC1.[F:6][C:7]1[CH:12]=[CH:11][CH:10]=[C:9]([F:13])[C:8]=1[N:14]1[C:19]2[N:20]=[C:21]([NH:39][CH2:40][C:41]3[NH:42][CH:43]=[CH:44][N:45]=3)[N:22]=[C:23]([C:24]3[CH:25]=[C:26]([CH:35]=[CH:36][C:37]=3[CH3:38])[C:27]([NH:29][C:30]3[S:31][CH:32]=[CH:33][N:34]=3)=[O:28])[C:18]=2[CH:17]=[CH:16][C:15]1=[O:46].[CH3:47][C:48]1[CH:53]=[CH:52][C:51]([S:54]([OH:57])(=[O:56])=[O:55])=[CH:50][CH:49]=1>O>[CH3:47][C:48]1[CH:49]=[CH:50][C:51]([S:54]([OH:57])(=[O:56])=[O:55])=[CH:52][CH:53]=1.[F:6][C:7]1[CH:12]=[CH:11][CH:10]=[C:9]([F:13])[C:8]=1[N:14]1[C:19]2[N:20]=[C:21]([NH:39][CH2:40][C:41]3[NH:45][CH:44]=[CH:43][N:42]=3)[N:22]=[C:23]([C:24]3[CH:25]=[C:26]([CH:35]=[CH:36][C:37]=3[CH3:38])[C:27]([NH:29][C:30]3[S:31][CH:32]=[CH:33][N:34]=3)=[O:28])[C:18]=2[CH:17]=[CH:16][C:15]1=[O:46] |f:4.5|. Reported procedure: THF (17.5 mL) was added to free-base version of 3-{8-(2,6-difluorophenyl)-2-[(1H-imidazol-2-ylmethyl)amino]-7-oxo-7,8-dihydropyrido[2,3-d]pyrimidin-4-yl}-4-methyl-N-1,3-thiazol-2-ylbenzamide from Example 79c (762.2 mg) at room temperature resulting in a clear solution. P-toluenesulfonic acid was added (0.4 equivalent; 1N in water), and the mixture stirred for several hours. The product was filtered, washed with THF, and dried overnight in a vacuum oven at 50° C. with a slow nitrogen bleed. The y... The reactants are [OH-].[K+] (potassium hydroxide), CS(=O)C (DMSO), N1(CCCCCC1)C=1C=CC=2N(N1)C(=NN2)C=2NC1=CC=CC=C1C2 (6-azepan-1-yl-3-(1H-indol-2-yl)-1,2,4-triazolo[4,3-b]pyridazine), CI (methyl iodide). The solvent is O (water). Reaction conditions: time 30 minute. Yields the product N1(CCCCCC1)C=1C=CC=2N(N1)C(=NN2)C=2N(C1=CC=CC=C1C2)C (6-azepan-1-yl-3-(1-methylindol-2-yl)-1,2,4-triazolo[4,3-b]pyridazine). As a reaction SMILES: [OH-].[K+].CS(C)=O.[N:7]1([C:14]2[CH:15]=[CH:16][C:17]3[N:18]([C:20]([C:23]4[NH:24][C:25]5[C:30]([CH:31]=4)=[CH:29][CH:28]=[CH:27][CH:26]=5)=[N:21][N:22]=3)[N:19]=2)[CH2:13][CH2:12][CH2:11][CH2:10][CH2:9][CH2:8]1.[CH3:32]I>O>[N:7]1([C:14]2[CH:15]=[CH:16][C:17]3[N:18]([C:20]([C:23]4[N:24]([CH3:32])[C:25]5[C:30]([CH:31]=4)=[CH:29][CH:28]=[CH:27][CH:26]=5)=[N:21][N:22]=3)[N:19]=2)[CH2:13][CH2:12][CH2:11][CH2:10][CH2:9][CH2:8]1 |f:0.1|. Reported procedure: To a mixture of potassium hydroxide (98 mg) and DMSO (5 ml), 6-azepan-1-yl-3-(1H-indol-2-yl)-1,2,4-triazolo[4,3-b]pyridazine (501 mg) was added, and the mixture was stirred at room temperature for 30 minutes, and then combined with methyl iodide (0.15 ml) and then stirred for further 2 hours at room temperature. The reaction mixture was combined with water, and the resultant solids were collected by filtration, washed with a solvent a mixture of water and methanol, and then purified by silica ge... Starting materials: N#Cc1ccc(Br)cn1, C1CC(N2CCC(CC3CCNCC3)CC2)C1. Product: N#Cc1ccc(N2CCC(CC3CCN(C4CCC4)CC3)CC2)cn1. Reaction SMILES: [Br:18][c:19]1[cH:20][cH:21][c:22]([C:25]#[N:26])[n:23][cH:24]1.[CH:1]1([N:5]2[CH2:6][CH2:7][CH:8]([CH2:11][CH:12]3[CH2:13][CH2:14][NH:15][CH2:16][CH2:17]3)[CH2:9][CH2:10]2)[CH2:2][CH2:3][CH2:4]1>>[CH:1]1([N:5]2[CH2:6][CH2:7][CH:8]([CH2:11][CH:12]3[CH2:13][CH2:14][N:15]([c:19]4[cH:20][cH:21][c:22]([C:25]#[N:26])[n:23][cH:24]4)[CH2:16][CH2:17]3)[CH2:9][CH2:10]2)[CH2:2][CH2:3][CH2:4]1. The reactants are C1(CCCCC1)C(=O)N(CCN1CCN(CC1)C1=C(C=C(C=C1)[N+](=O)[O-])OC)C1=C(C=CC=C1)OC(F)(F)F (1-[N-cyclohexylcarbonyl-N-(2-trifluoromethoxyphenyl)-2-aminoethyl]-4-(2-methoxy-4-nitrophenyl)piperazine), FC(OC1=C(C=CC=C1)NCCN1CCN(CC1)CC1=C(C=CC(=C1)OC)Br)(F)F (1-[N-(2-trifluoromethoxyphenyl)-2-aminoethyl]-4-(2-bromo-5-methoxybenzyl)piperazine), compound. The product is C1(CCCCC1)C(=O)N(CCN1CCN(CC1)CC1=C(C=CC(=C1)OC)Br)C1=C(C=CC=C1)OC(F)(F)F (1-[N-cyclohexylcarbonyl-N-(2-trifluoromethoxyphenyl)-2-aminoethyl]-4-(2-bromo-5-methoxybenzyl)piperazine). Yield: 67.0%. Reaction SMILES: [CH:1]1([C:7](N(C2C=CC=CC=2OC(F)(F)F)CCN2CCN(C3C=CC([N+]([O-])=O)=CC=3OC)CC2)=[O:8])[CH2:6][CH2:5][CH2:4][CH2:3][CH2:2]1.[F:40][C:41]([F:69])([F:68])[O:42][C:43]1[CH:48]=[CH:47][CH:46]=[CH:45][C:44]=1[NH:49][CH2:50][CH2:51][N:52]1[CH2:57][CH2:56][N:55]([CH2:58][C:59]2[CH:64]=[C:63]([O:65][CH3:66])[CH:62]=[CH:61][C:60]=2[Br:67])[CH2:54][CH2:53]1>>[CH:1]1([C:7]([N:49]([C:44]2[CH:45]=[CH:46][CH:47]=[CH:48][C:43]=2[O:42][C:41]([F:40])([F:68])[F:69])[CH2:50][CH2:51][N:52]2[CH2:57][CH2:56][N:55]([CH2:58][C:59]3[CH:64]=[C:63]([O:65][CH3:66])[CH:62]=[CH:61][C:60]=3[Br:67])[CH2:54][CH2:53]2)=[O:8])[CH2:6][CH2:5][CH2:4][CH2:3][CH2:2]1. Procedure details: The title compound was prepared following the procedure described for the compound of example 55, substituting the compound of example 74 for the compound of example 54. The residue was purified by flash chromatography (CHCl3-2 N methanolic NH3 100:1). Yield: 67%. The reactants are O=C([O-])O, CCc1ccc(C(O)c2ccc(Cl)nc2OC)cc1, ClCCl, [Na+], [Na+], [Na+], O=S([O-])([O-])=S. Product: CCc1ccc(C(=O)c2ccc(Cl)nc2OC)cc1. Reaction SMILES: [C:20](=[O:21])([OH:22])[O-:23].[Cl:1][c:2]1[cH:3][cH:4][c:5]([CH:10]([OH:11])[c:12]2[cH:13][cH:14][c:15]([CH2:18][CH3:19])[cH:16][cH:17]2)[c:6]([O:8][CH3:9])[n:7]1.[Cl:32][CH2:33][Cl:34].[Na+:24].[Na+:30].[Na+:31].[S:25]([O-:26])([O-:27])(=[O:28])=[S:29]>>[Cl:1][c:2]1[cH:3][cH:4][c:5]([C:10](=[O:11])[c:12]2[cH:13][cH:14][c:15]([CH2:18][CH3:19])[cH:16][cH:17]2)[c:6]([O:8][CH3:9])[n:7]1.